This data is from the Open Reaction Database (ORD), a public repository of structured organic reaction records. The task is: describe an organic reaction: reactants, conditions, products, and yield The reactants are COC1=C(CN2C[C@H]([C@@H](C2)C2=C(C=CC=C2)Br)C2=C(C=CC(=C2)Cl)O)C=CC(=C1)OC (racemic trans-2-(1-(2,4-dimethoxybenzyl)-4-(2-bromophenyl)pyrrolidin-3-yl)-4-chlorophenol), C([O-])([O-])=O.[Cs+].[Cs+] (cesium carbonate), CN(CC(=O)O)C (N,N-dimethylglycine), C1(=CC=CC=C1)C (Toluene). Reagents/catalysts: [Cu]I (CuI). The solvent is O1CCOCC1 (dioxane). The product is ClC=1C=CC2=C([C@@H]3[C@H](CN(C3)CC3=C(C=C(C=C3)OC)OC)C3=C(O2)C=CC=C3)C1 (trans-5-chloro-2,3,3a,12b-tetrahydro-2-(2,4-dimethoxybenzyl)-1H-dibenz[2,3:6,7]-oxepino[4,5-c]pyrrole). Isolated yield 108.5%. Reaction SMILES: [CH3:1][O:2][C:3]1[CH:29]=[C:28]([O:30][CH3:31])[CH:27]=[CH:26][C:4]=1[CH2:5][N:6]1[CH2:10][C@@H:9]([C:11]2[CH:16]=[CH:15][CH:14]=[CH:13][C:12]=2Br)[C@H:8]([C:18]2[CH:23]=[C:22]([Cl:24])[CH:21]=[CH:20][C:19]=2[OH:25])[CH2:7]1.C(=O)([O-])[O-].[Cs+].[Cs+].CN(C)CC(O)=O.C1(C)C=CC=CC=1>O1CCOCC1.[Cu]I>[Cl:24][C:22]1[CH:21]=[CH:20][C:19]2[O:25][C:16]3[CH:15]=[CH:14][CH:13]=[CH:12][C:11]=3[C@H:9]3[CH2:10][N:6]([CH2:5][C:4]4[CH:26]=[CH:27][C:28]([O:30][CH3:31])=[CH:29][C:3]=4[O:2][CH3:1])[CH2:7][C@@H:8]3[C:18]=2[CH:23]=1 |f:1.2.3|. Procedure details: A mixture of racemic trans-2-(1-(2,4-dimethoxybenzyl)-4-(2-bromophenyl)pyrrolidin-3-yl)-4-chlorophenol (6.8 g, 13.54 mmol), cesium carbonate (8.83 g, 27.1 mmol, 2.0 eq.), N,N-dimethylglycine (558 mg, 5.42 mmol; 0.4 eq.) and CuI (1.03 g, 5.42 mmol; 0.4 eq.) in dioxane (75 ml) was heated to reflux temperature overnight while stirring under inert nitrogen atmosphere to give 90% conversion according to LC-MS (M+1=422, 424 found). The reaction mixture was cooled to room temperature and was then filte... The reactants are C(C)(=O)OCC (ethyl acetate), [H-].[Al+3].[Li+].[H-].[H-].[H-] (lithium aluminum hydride), CC1=NN=C2N1C1=C(N(C(C2)=O)CCCN2CCN(CC2)C(C2=CC=CC=C2)C2=CC=C(C=C2)Cl)C=CC=C1 (1-methyl-6-[3-[4-[(4-chlorophenyl)phenylmethyl]piperazin-1-yl]-propyl]-4H[1,2,4]triazolo[4,3-a][1,5]benzodiazepine-5(6H)-one), O1CCCC1 (tetrahydrofuran), [H-].[Al+3].[Li+].[H-].[H-].[H-] (lithium aluminum hydride). The solvent is O (water). Yields the product CC1=NN=C2N1C1=C(N(CC2)CCCN2CCN(CC2)C(C2=CC=CC=C2)C2=CC=C(C=C2)Cl)C=CC=C1 (5,6-dihydro-1-methyl-6-[3-[4-[(4-chlorophenyl)phenylmethyl]piperazin-1-yl]propyl]-4H[1,2,4]triazolo[4,3-a][1,5]benzodiazepine). Yield: 28.0%. RXN SMILES: [CH3:1][C:2]1[N:6]2[C:7]3[CH:39]=[CH:38][CH:37]=[CH:36][C:8]=3[N:9]([CH2:13][CH2:14][CH2:15][N:16]3[CH2:21][CH2:20][N:19]([CH:22]([C:29]4[CH:34]=[CH:33][C:32]([Cl:35])=[CH:31][CH:30]=4)[C:23]4[CH:28]=[CH:27][CH:26]=[CH:25][CH:24]=4)[CH2:18][CH2:17]3)[C:10](=O)[CH2:11][C:5]2=[N:4][N:3]=1.O1CCCC1.[H-].[Al+3].[Li+].[H-].[H-].[H-].C(OCC)(=O)C>O>[CH3:1][C:2]1[N:6]2[C:7]3[CH:39]=[CH:38][CH:37]=[CH:36][C:8]=3[N:9]([CH2:13][CH2:14][CH2:15][N:16]3[CH2:17][CH2:18][N:19]([CH:22]([C:29]4[CH:30]=[CH:31][C:32]([Cl:35])=[CH:33][CH:34]=4)[C:23]4[CH:28]=[CH:27][CH:26]=[CH:25][CH:24]=4)[CH2:20][CH2:21]3)[CH2:10][CH2:11][C:5]2=[N:4][N:3]=1 |f:2.3.4.5.6.7|. Procedure details: To 1.1 g of the compound of Example 211, 20 ml of tetrahydrofuran is added and then 0.17 g of lithium aluminum hydride is added. The resulting mixture is heated to reflux for 30 minutes. To the resultant, 0.82 g of lithium aluminum hydride is added and the mixture is heated to reflux for 20 minutes. To the resulting mixture, ethyl acetate and water are added and the precipitate is removed by filtration using Celite. The filtrate is condensed and purified by silica gel column chromatography (ethy... Starting materials: [Cl-].COC(CN1C=[N+](C=C1)CC(OC)=O)=O (1,3-Bis(2-methoxy-2-oxoethyl)-1H-imidazol-3-ium chloride), Cl (HCl). Yields the product [Cl-].C(=O)(O)CN1C=[N+](C=C1)CC(=O)O (1,3-Bis(carboxymethyl)1H-imidazol-3-ium chloride). Isolated yield 87.7%. Reaction SMILES: [Cl-:1].C[O:3][C:4](=[O:16])[CH2:5][N:6]1[CH:10]=[CH:9][N+:8]([CH2:11][C:12](=[O:15])[O:13]C)=[CH:7]1.Cl>>[Cl-:1].[C:12]([CH2:11][N:8]1[CH:9]=[CH:10][N+:6]([CH2:5][C:4]([OH:16])=[O:3])=[CH:7]1)([OH:15])=[O:13] |f:0.1,3.4|. Procedure: To 1,3-bis(2-methoxy-2-oxoethyl)-1H-imidazol-3-ium chloride (9; 41.00 g, 164.88 mmol, 1 eq.) was added 37% aq. HCl (30.03 mL, 362.74 mmol, 2.2 eq.). The mixture was stirred under reflux for 0.5 hour. The mixture was concentrated and the remaining solid was washed with acetone (2×200 mL) and Et2O (3×200 mL). Drying in in vacuo gave 10 (31.89 g, 144.55 mmol, 87.7%) as a white solid. Reactants: O=C([O-])[O-], CNC, ClCC1CN(Cc2ccccc2)CCN1Cc1ccccc1, ClCCl, [K+], [K+], C1COCCO1, O. Product: CN(C)CC1CN(Cc2ccccc2)CCN1Cc1ccccc1. As a reaction SMILES: [C:23](=[O:24])([O-:25])[O-:26].[CH3:29][NH:30][CH3:31].[Cl:1][CH2:2][CH:3]1[N:4]([CH2:16][c:17]2[cH:18][cH:19][cH:20][cH:21][cH:22]2)[CH2:5][CH2:6][N:7]([CH2:9][c:10]2[cH:11][cH:12][cH:13][cH:14][cH:15]2)[CH2:8]1.[Cl:39][CH2:40][Cl:41].[K+:27].[K+:28].[O:33]1[CH2:34][CH2:35][O:36][CH2:37][CH2:38]1.[OH2:32]>>[CH2:2]([CH:3]1[N:4]([CH2:16][c:17]2[cH:18][cH:19][cH:20][cH:21][cH:22]2)[CH2:5][CH2:6][N:7]([CH2:9][c:10]2[cH:11][cH:12][cH:13][cH:14][cH:15]2)[CH2:8]1)[N:30]([CH3:29])[CH3:31]. Reactants: COC1=CC=C(C=C1)N1N=C2C=CC=CC2=C1 (2-(4-methoxyphenyl)-2H-indazole), B(Br)(Br)Br (boron tribromide). Run in C(Cl)Cl (methylene chloride). Reaction conditions: temperature -78 celsius, time 1 hour. The product is N=1N(C=C2C=CC=CC12)C1=CC=C(C=C1)O (4-Indazol-2-ylphenol). Isolated yield 61.4%. As a reaction SMILES: C[O:2][C:3]1[CH:8]=[CH:7][C:6]([N:9]2[CH:17]=[C:16]3[C:11]([CH:12]=[CH:13][CH:14]=[CH:15]3)=[N:10]2)=[CH:5][CH:4]=1.B(Br)(Br)Br>C(Cl)Cl>[N:10]1[N:9]([C:6]2[CH:7]=[CH:8][C:3]([OH:2])=[CH:4][CH:5]=2)[CH:17]=[C:16]2[C:11]=1[CH:12]=[CH:13][CH:14]=[CH:15]2. Procedure details: To a solution of 2-(4-methoxyphenyl)-2H-indazole (50 mg, 0.22 mmol) in methylene chloride (3 mL) at −78° C. was added boron tribromide (62 μL, 0.66 mmol). The reaction was stirred at −78° C. for 1 hour and room temperature for 1 hour. The reaction was quenched with saturated sodium bicarbonate solution. After the aqueous layer was extracted with methylene chloride, the combined organic layers were dried (MgSO4) and concentrated to give 28.4 mg of the desired indazole. LC-MS (C13H10N2O calculated... Starting materials: CCC(C)CO, O=C(O)c1ccc(O)cc1, O=S(=O)(O)O, c1ccccc1. The product is CCC(C)COC(=O)c1ccc(O)cc1. Reaction SMILES: [CH3:11][CH:12]([CH2:13][OH:14])[CH2:15][CH3:16].[OH:1][c:2]1[cH:3][cH:4][c:5]([C:6](=[O:7])[OH:8])[cH:9][cH:10]1.[S:17](=[O:18])(=[O:19])([OH:20])[OH:21].[cH:22]1[cH:23][cH:24][cH:25][cH:26][cH:27]1>>[OH:1][c:2]1[cH:3][cH:4][c:5]([C:6]([O:7][CH2:13][CH:12]([CH3:11])[CH2:15][CH3:16])=[O:8])[cH:9][cH:10]1. Reactants: N1N=CC2=C1N=C1N(C2=O)CCS1 (6,7-Dihydropyrazolo[3,4-d]thiazolo[3,2-a]pyrimidin-4(1H)-one), [H-].[Na+] (sodium hydride), C(C)(C)I (isopropyl iodide), O (water). The solvent is CN(C=O)C (dimethylformamide). Reaction conditions: time 2 hour. Product: C(C)(C)N1N=CC2=C1N=C1N(C2=O)CCS1 (6,7-Dihydro-1-isopropylpyrazolo[3,4-d]thiazolo[3,2-a]pyrimidin-4(1H)-one), C(C)(C)N1N=C2N=C3N(C(C2=C1)=O)CCS3 (6,7-Dihydro-2-isopropylpyrazolo[3,4-d]thiazolo[3,2-a]pyrimidin-4(2H)-one). Yield: 29.0%. RXN SMILES: [NH:1]1[C:5]2[N:6]=[C:7]3[S:13][CH2:12][CH2:11][N:8]3[C:9](=[O:10])[C:4]=2[CH:3]=[N:2]1.[H-].[Na+].[CH:16](I)([CH3:18])[CH3:17].O>CN(C)C=O>[CH:16]([N:1]1[C:5]2[N:6]=[C:7]3[S:13][CH2:12][CH2:11][N:8]3[C:9](=[O:10])[C:4]=2[CH:3]=[N:2]1)([CH3:18])[CH3:17].[CH:16]([N:2]1[CH:3]=[C:4]2[C:5]([N:6]=[C:7]3[S:13][CH2:12][CH2:11][N:8]3[C:9]2=[O:10])=[N:1]1)([CH3:18])[CH3:17] |f:1.2|. Procedure details: In 50 ml of dimethylformamide was dissolved 2.50 g (12.9 mmol) of Compound 1 prepared in Example 1, and 0.77 g (19.3 mmol) of sodium hydride (60%) and 1.92 ml (19.3 mmol) of isopropyl iodide were added to the solution, followed by stirring at room temperature for 2 hours. After addition of water and evaporation of the solvent, the residue was subjected to partition between chloroform and water, and the chloroform layer was concentrated to dryness under reduced pressure. The residue was subjected... Reactants: Cc1ccccc1, CCOC(=O)c1c(C(F)F)nn(C)c1F, [Na+], [OH-], O=S(Cl)Cl. The product is Cn1nc(C(F)F)c(C(=O)Cl)c1F. As a reaction SMILES: [CH3:20][c:21]1[cH:22][cH:23][cH:24][cH:25][cH:26]1.[F:1][c:2]1[c:3]([C:11]([O:13][CH2:12][CH3:14])=[O:15])[c:4]([CH:8]([F:9])[F:10])[n:5][n:6]1[CH3:7].[Na+:28].[OH-:27].[S:16]([Cl:17])([Cl:18])=[O:19]>>[F:1][c:2]1[c:3]([C:11](=[O:13])[Cl:18])[c:4]([CH:8]([F:9])[F:10])[n:5][n:6]1[CH3:7].